Dataset: the Open Reaction Database (ORD), a public repository of structured organic reaction records. Task: describe an organic reaction: reactants, conditions, products, and yield Reactants: S(O)(O)(=O)=O (sulfuric acid), C12C(C3CC(CC(C1)C3)C2)O (Adamantan-2-ol), C(=O)O (formic acid), S(O)(O)(=O)=O (sulfuric acid), C(Cl)(Cl)(Cl)Cl (carbon tetrachloride), ice. Run at temperature 0 celsius. The product is C12C(C3CC(CC(C1)C3)C2)C(=O)O (adamantane-2-carboxylic acid). The yield is 5.0%. RXN SMILES: S(=O)(=O)(O)O.C(Cl)(Cl)(Cl)Cl.[CH:11]12[CH2:20][CH:15]3[CH2:16][CH:17]([CH2:19][CH:13]([CH2:14]3)[CH:12]1O)[CH2:18]2.[CH:22]([OH:24])=[O:23]>>[CH:11]12[CH2:20][CH:15]3[CH2:16][CH:17]([CH2:19][CH:13]([CH2:14]3)[CH:12]1[C:22]([OH:24])=[O:23])[CH2:18]2. Procedure details: Concentrated sulfuric acid (50 mL) and carbon tetrachloride (100 mL) were combined, cooled to 0° C. and vigorously stirred. Adamantan-2-ol (451 mg) was dissolved in 96% formic acid (6 mL) and the solution was added to the sulfuric acid over 1 hour. The reaction continued to stir at 0° C. for 90 min after which it was added to 300 mL of ice. The layers were separated and the aqueous layer was extracted with 50 mL carbon tetrachloride (2×). The organic layers were combined and extracted with 1N Na... The reactants are ClC1=C(C=CC=C1)C1=NCC=2N(C3=C1C=C(S3)CC)C(=NN2)C (4-(2-Chlorophenyl)-2-ethyl-9-methyl-6H-thieno[3,2-f] [1,2,4]triazolo[4,3-a] [1,4]diazepine), S(O)(O)(=O)=O (sulfuric acid), C([O-])([O-])=O.[K+].[K+] (potassium carbonate), N(=O)[O-].[Na+] (sodium nitrite). Solvent: O (water). Reaction conditions: temperature 90 celsius, time 1 hour. Yields the product ClC1=C(C(=O)C2=C(SC(=C2)CC)N2C(=NN=C2C)CO)C=CC=C1 (4-(3-(2-chlorobenzoyl)-5-ethylthiophen-2-yl)-3-hydroxymethyl-5-methyl[1,2,4]triazole). Reaction SMILES: [Cl:1][C:2]1[CH:7]=[CH:6][CH:5]=[CH:4][C:3]=1[C:8]1[C:14]2[CH:15]=[C:16]([CH2:18][CH3:19])[S:17][C:13]=2[N:12]2[C:20]([CH3:23])=[N:21][N:22]=[C:11]2CN=1.S(=O)(=O)(O)O.N([O-])=[O:30].[Na+].[C:33](=[O:36])([O-])[O-].[K+].[K+]>O>[Cl:1][C:2]1[CH:7]=[CH:6][CH:5]=[CH:4][C:3]=1[C:8]([C:14]1[CH:15]=[C:16]([CH2:18][CH3:19])[S:17][C:13]=1[N:12]1[C:20]([CH3:23])=[N:21][N:22]=[C:11]1[CH2:33][OH:36])=[O:30] |f:2.3,4.5.6|. Procedure details: 4-(2-Chlorophenyl)-2-ethyl-9-methyl-6H-thieno[3,2-f] [1,2,4]triazolo[4,3-a] [1,4]diazepine (34.3 g) was added to water (500 ml), and conc. sulfuric acid (74 ml) was dropwise added with vigorous stirring. The mixture was further stirred at 90° C. for 1 hour, and sodium nitrite (74 g) was added. Then, potassium carbonate was added to the reaction mixture to make the mixture alkaline. The mixture was extracted with ethyl acetate and washed with water. The mixture was dried over magnesium sulfate. T...